From a dataset of the Open Reaction Database (ORD), a public repository of structured organic reaction records. describe an organic reaction: reactants, conditions, products, and yield The reactants are FC(C(=O)N1CCC2=C(C(C1)C)C=C(C(=C2)OC)C=2SC=CC2)(F)F (N-trifluoroacetyl-7-methoxy-1-methyl-8-(2-thienyl)-2,3,4,5-tetrahydro-1H-3-benzazepine), [OH-].[Na+] (NaOH). The solvent is O (water), CO (methanol). Conditions: time 0.5 hour. Yields the product COC1=CC2=C(C(CNCC2)C)C=C1C=1SC=CC1 (7-Methoxy-1-methyl-8-(2-thienyl)-2,3,4,5-tetrahydro-1H-3-benzazepine). The yield is 86.6%. As a reaction SMILES: FC(F)(F)C([N:5]1[CH2:11][CH:10]([CH3:12])[C:9]2[CH:13]=[C:14]([C:19]3[S:20][CH:21]=[CH:22][CH:23]=3)[C:15]([O:17][CH3:18])=[CH:16][C:8]=2[CH2:7][CH2:6]1)=O.[OH-].[Na+]>CO.O>[CH3:18][O:17][C:15]1[C:14]([C:19]2[S:20][CH:21]=[CH:22][CH:23]=2)=[CH:13][C:9]2[CH:10]([CH3:12])[CH2:11][NH:5][CH2:6][CH2:7][C:8]=2[CH:16]=1 |f:1.2|. Reported procedure: A solution of N-trifluoroacetyl-7-methoxy-1-methyl-8-(2-thienyl)-2,3,4,5-tetrahydro-1H-3-benzazepine (28 mg, 0.076 mmol) in methanol (2 mL) was treated with 15% aqueous NaOH (2 mL), and stirred 0.5 hours at 50 C. The product mixture was diluted with water (5 mL), extracted twice with EtOAc (5 mL), the combined organic phases were washed with brine (5 mL), dried with Na2SO4 and concentrated to give 18 mg of a yellow oil. 1H NMR (400 MHz, CDCl3) d 7.45 (d, J=4 Hz, 1 H), 7.39 (s, 1 H), 7.27 (d, J=6...